Task: describe an organic reaction: reactants, conditions, products, and yield. Dataset: the Open Reaction Database (ORD), a public repository of structured organic reaction records The reactants are CCNCC, CN(C)C=O, N#Cc1ccc(OCCCO)nc1, S. The product is NC(=S)c1ccc(OCCCO)nc1. Reaction SMILES: [CH2:15]([NH:16][CH2:17][CH3:18])[CH3:19].[O:20]=[CH:21][N:22]([CH3:23])[CH3:24].[OH:1][CH2:2][CH2:3][CH2:4][O:5][c:6]1[n:7][cH:8][c:9]([C:10]#[N:11])[cH:12][cH:13]1.[SH2:14]>>[OH:1][CH2:2][CH2:3][CH2:4][O:5][c:6]1[n:7][cH:8][c:9]([C:10]([NH2:11])=[S:14])[cH:12][cH:13]1. Reactants: C(C)(C)(C)C1=C(C(=O)O)C=CC(=C1CN(C)C(C(CC(C)C)O)=O)N (t-butyl-4-amino-3-[(2-hydroxy-4,N-dimethylpentanoylamino)methyl]benzoic acid), C(=O)(C(F)(F)F)O (TFA). Run in C(Cl)Cl (CH2Cl2). Reaction conditions: time 12 hour. The product is FC(C(=O)O)(F)F.NC1=C(C=C(C(=O)O)C=C1)CN(C(=O)C)OCC (4-amino-3-[(ethoxy-N-methylcarbonylamino)methyl]benzoic acid trifluoro acetate). RXN SMILES: C([C:5]1[C:13]([CH2:14][N:15]([C:17](=[O:24])[CH:18](O)CC(C)C)C)=[C:12]([NH2:25])[CH:11]=[CH:10][C:6]=1[C:7]([OH:9])=[O:8])(C)(C)C.[C:26]([OH:32])([C:28]([F:31])([F:30])[F:29])=[O:27]>C(Cl)Cl>[F:29][C:28]([F:31])([F:30])[C:26]([OH:32])=[O:27].[NH2:25][C:12]1[CH:11]=[CH:10][C:6]([C:7]([OH:9])=[O:8])=[CH:5][C:13]=1[CH2:14][N:15]([O:27][CH2:26][CH3:28])[C:17]([CH3:18])=[O:24] |f:3.4|. Procedure details: To a stirred solution of t-butyl-4-amino-3-[(2-hydroxy-4,N-dimethylpentanoylamino)methyl]benzoic acid (2.98 g, 9.67 mmole) in CH2Cl2 (20 mL) at RT was added TFA (20 mL). After 12 hr, the reaction contents were concentrated, washed with hexanes and dried under high vacuum overnight affording the title compound as an orange oil (3.51 g, 9.60 mmol). This product was used without further purification: MS (ES) m/e 253 (M+H-TFA)+. Reactants: ClCCl, CC1CN(C(=O)OC(C)(C)C)CCN1C(=O)C1CCC(F)(F)CC1, [K+], [K+], O=C([O-])[O-], O=C(O)C(F)(F)F. Yields the product CC1CNCCN1C(=O)C1CCC(F)(F)CC1. RXN SMILES: [Cl:38][CH2:39][Cl:40].[F:1][C:2]1([F:24])[CH2:3][CH2:4][CH:5]([C:8](=[O:9])[N:10]2[CH:11]([CH3:23])[CH2:12][N:13]([C:16]([O:17][C:18]([CH3:19])([CH3:20])[CH3:21])=[O:22])[CH2:14][CH2:15]2)[CH2:6][CH2:7]1.[K+:32].[K+:33].[O-:34][C:35]([O-:36])=[O:37].[OH:25][C:26]([C:27]([F:28])([F:29])[F:30])=[O:31]>>[F:1][C:2]1([F:24])[CH2:3][CH2:4][CH:5]([C:8](=[O:9])[N:10]2[CH:11]([CH3:23])[CH2:12][NH:13][CH2:14][CH2:15]2)[CH2:6][CH2:7]1. Starting materials: S1C=C(C=C1)C(=O)N1CC(CCC1)C(=O)OCC (ethyl 1-(3-thiophenecarbonyl)-3-piperidinecarboxylate), N1C[C@@H](C(=O)OCC)CCC1 ((S)-ethyl nipecotate), S1C(=CC=C1)CCCC(=O)O (4-(2-thienyl)butyric acid), Cl.CN(CCCN=C=NCC)C (1-(3-dimethylaminopropyl)-3-ethylcarbodiimide hydrochloride). Product: S1C(=CC=C1)CCCN1C[C@H](CCC1)C(=O)OCC ((S)-ethyl 1-(2-thienylpropyl)-3-piperidinecarboxylate). Reaction SMILES: [S:1]1[CH:5]=[CH:4][C:3]([C:6]([N:8]2[CH2:13][CH2:12][CH2:11][CH:10]([C:14]([O:16][CH2:17][CH3:18])=[O:15])[CH2:9]2)=O)=[CH:2]1.S1C=C[CH:21]=[C:20]1CCCC(O)=O.Cl.CN(C)CCCN=C=NCC.N1CCC[C@H](C(OCC)=O)C1>>[S:1]1[CH:2]=[CH:21][CH:20]=[C:5]1[CH2:4][CH2:3][CH2:6][N:8]1[CH2:13][CH2:12][CH2:11][C@H:10]([C:14]([O:16][CH2:17][CH3:18])=[O:15])[CH2:9]1 |f:2.3|. Procedure details: This reaction was run in the same manner as ethyl 1-(3-thiophenecarbonyl)-3-piperidinecarboxylate, starting with commercially available 4-(2-thienyl)butyric acid (280 μl; 1.93 mmol), 1-(3-dimethylaminopropyl)-3-ethylcarbodiimide hydrochloride (367.7 mg; 1.92 mmol) and (S)-ethyl nipecotate (300 μl; 1.94 mmol). The crude product was purified by chromatography on silica eluting with 30% ethyl acetatel70% hexane to 40% ethyl acetate/60% hexane in a single step gradient, giving (S)-ethyl 1-(2-thienyl... Run in O (water). Conditions: time 30 minute. The reactants are Cl.CN(CCCCl)C (3-dimethylaminopropyl chloride hydrochloride), CN(C=O)C (dimethylformamide), [H-].[Na+] (sodium hydride), [H-].[Na+] (sodium hydride), CN(C=O)C (dimethylformamide), FC1=CC=C(C=C1)C1=NC2=C(NC3=C1C=CC=C3)N=CC=C2 (6-(4-fluorophenyl)-11H-pyrido[2,3-b][1,4]benzodiazepine), CN(CCCCl)C (3-dimethylaminopropyl chloride), CN(C=O)C (dimethylformamide). Reaction SMILES: [H-].[Na+].[F:3][C:4]1[CH:9]=[CH:8][C:7]([C:10]2[C:16]3[CH:17]=[CH:18][CH:19]=[CH:20][C:15]=3[NH:14][C:13]3[N:21]=[CH:22][CH:23]=[CH:24][C:12]=3[N:11]=2)=[CH:6][CH:5]=1.Cl.[CH3:26][N:27]([CH3:32])[CH2:28][CH2:29][CH2:30][Cl:31].[CH3:33][N:34]([CH3:39])[CH2:35][CH2:36][CH2:37][Cl:38].CN(C)C=[O:43]>O>[OH2:43].[ClH:31].[F:3][C:4]1[CH:9]=[CH:8][C:7]([C:10]2[C:16]3[CH:17]=[CH:18][CH:19]=[CH:20][C:15]=3[N:14]([CH2:30][CH2:29][CH2:28][N:27]([CH3:32])[CH3:26])[C:13]3[N:21]=[CH:22][CH:23]=[CH:24][C:12]=3[N:11]=2)=[CH:6][CH:5]=1.[F:3][C:4]1[CH:9]=[CH:8][C:7]([C:10]2[C:16]3[CH:17]=[CH:18][CH:19]=[CH:20][C:15]=3[N:14]([CH2:37][CH2:36][CH2:35][N:34]([CH3:39])[CH3:33])[C:13]3[N:21]=[CH:22][CH:23]=[CH:24][C:12]=3[N:11]=2)=[CH:6][CH:5]=1.[ClH:38] |f:0.1,3.4,8.9.10.11.12|. The product is O.Cl.FC1=CC=C(C=C1)C1=NC2=C(N(C3=C1C=CC=C3)CCCN(C)C)N=CC=C2.FC2=CC=C(C=C2)C2=NC3=C(N(C1=C2C=CC=C1)CCCN(C)C)N=CC=C3.Cl (6-(4-Fluorophenyl)-N,N-dimethyl-11H-pyrido[2,3-b][1,4]benzodiazepine-11-propanamine hydrochloride hemihydrate). Reported procedure: To a stirred suspension of 3.6 g (0.075 mole) of sodium hydride (in mineral oil) in 250 ml of anhydrous dimethylformamide was added under nitrogen atmosphere in portions 8.7 g (0.03 mole) of 6-(4-fluorophenyl)-11H-pyrido[2,3-b][1,4]benzodiazepine. The mixture was stirred for 30 min at room temperature. The temperature was raised to 80° C. for 3.5 hr. and thereafter allowed to cool to 45° C. To the reaction mixture was added dropwise a solution of 5.2 g (0.033 mole) of 3-dimethylaminopropyl chlor...